Dataset: the Open Reaction Database (ORD), a public repository of structured organic reaction records. Task: describe an organic reaction: reactants, conditions, products, and yield Procedure details: Following the procedure of Example 38, the product of Example 43 is reacted with (4-methoxybenzenesulfonyl)(3-pyridinylmethyl) amine and sodium hydride to provide ethyl-4-[(4-methoxybenzenesulfonyl)pyridin-3-ylmethylamino]-1-phenyl-3-methyl-1H-pyrazolo[3,4-b]pyridine-5-carboxylate. m.p. 148°-150° C. RXN SMILES: Cl[C:2]1[C:7]([C:8]([O:10][CH2:11][CH3:12])=[O:9])=[CH:6][N:5]=[C:4]2[N:13]([C:17]3[CH:22]=[CH:21][CH:20]=[CH:19][CH:18]=3)[N:14]=[C:15]([CH3:16])[C:3]=12.[CH3:23][O:24][C:25]1[CH:30]=[CH:29][C:28]([S:31]([NH:34][CH2:35][C:36]2[CH:37]=[N:38][CH:39]=[CH:40][CH:41]=2)(=[O:33])=[O:32])=[CH:27][CH:26]=1.[H-].[Na+]>>[CH2:11]([O:10][C:8]([C:7]1[C:2]([N:34]([S:31]([C:28]2[CH:29]=[CH:30][C:25]([O:24][CH3:23])=[CH:26][CH:27]=2)(=[O:33])=[O:32])[CH2:35][C:36]2[CH:37]=[N:38][CH:39]=[CH:40][CH:41]=2)=[C:3]2[C:15]([CH3:16])=[N:14][N:13]([C:17]3[CH:22]=[CH:21][CH:20]=[CH:19][CH:18]=3)[C:4]2=[N:5][CH:6]=1)=[O:9])[CH3:12] |f:2.3|. Product: C(C)OC(=O)C=1C(=C2C(=NC1)N(N=C2C)C2=CC=CC=C2)N(CC=2C=NC=CC2)S(=O)(=O)C2=CC=C(C=C2)OC (ethyl-4-[(4-methoxybenzenesulfonyl)pyridin-3-ylmethylamino]-1-phenyl-3-methyl-1H-pyrazolo[3,4-b]pyridine-5-carboxylate). Starting materials: ClC1=C2C(=NC=C1C(=O)OCC)N(N=C2C)C2=CC=CC=C2 (Ethyl 4-chloro-1-phenyl-3-methyl-1H-pyrazolo[3,4-b]pyridine-5-carboxylate), COC1=CC=C(C=C1)S(=O)(=O)NCC=1C=NC=CC1 ((4-methoxybenzenesulfonyl)(3-pyridinylmethyl) amine), [H-].[Na+] (sodium hydride). The reactants are CC(CN1C(=NC=2C(=NC=3C=CC=CC3C21)N)C)(CC2(OCCO2)C)C (1-[2,2-dimethyl-3-(2-methyl-[1,3]dioxolan-2-yl)propyl]-2-methyl-1H-imidazo[4,5-c]quinolin-4-amine), Cl (hydrochloric acid). Yields the product NC1=NC=2C=CC=CC2C2=C1N=C(N2CC(CC(C)=O)(C)C)C (5-(4-amino-2-methyl-1H-imidazo[4,5-c]quinolin-1-yl)-4,4-dimethylpentan-2-one). Reaction SMILES: [CH3:1][C:2]([CH3:26])([CH2:19][C:20]1([CH3:25])OCC[O:21]1)[CH2:3][N:4]1[C:16]2[C:15]3[CH:14]=[CH:13][CH:12]=[CH:11][C:10]=3[N:9]=[C:8]([NH2:17])[C:7]=2[N:6]=[C:5]1[CH3:18].Cl>>[NH2:17][C:8]1[C:7]2[N:6]=[C:5]([CH3:18])[N:4]([CH2:3][C:2]([CH3:26])([CH3:1])[CH2:19][C:20](=[O:21])[CH3:25])[C:16]=2[C:15]2[CH:14]=[CH:13][CH:12]=[CH:11][C:10]=2[N:9]=1. Procedure: By the general method of Example 11, 1-[2,2-dimethyl-3-(2-methyl-[1,3]dioxolan-2-yl)propyl]-2-methyl-1H-imidazo[4,5-c]quinolin-4-amine was hydrolyzed with aqueous hydrochloric acid to provide 5-(4-amino-2-methyl-1H-imidazo[4,5-c]quinolin-1-yl)-4,4-dimethylpentan-2-one as a light brown solid after recrystallization from aqueous acetonitrile, mp 223-225° C.